From a dataset of the Open Reaction Database (ORD), a public repository of structured organic reaction records. describe an organic reaction: reactants, conditions, products, and yield Starting materials: C1(=CC=CC=C1)P(C1=CC=CC=C1)C1=CC=CC=C1 (triphenylphosphine), C1(=CC=CC=C1)C(C1=CC=CC=C1)(C1=CC=CC=C1)NC=1C=C(C=CC1)/C=C/CO ((E)-3-(3-triphenylmethylaminophenyl)allyl alcohol), C(Br)(Br)(Br)Br (carbon tetrabromide). Run in O1CCCC1 (tetrahydrofuran), O1CCCC1 (tetrahydrofuran). Run at time 1 hour. Yields the product C1(=CC=CC=C1)C(C1=CC=CC=C1)(C1=CC=CC=C1)NC=1C=C(C=CC1)/C=C/CBr ((E)-(3-triphenylmethylaminophenyl)allyl bromide). Reaction SMILES: C1(P(C2C=CC=CC=2)C2C=CC=CC=2)C=CC=CC=1.[C:20]1([C:26]([NH:39][C:40]2[CH:41]=[C:42](/[CH:46]=[CH:47]/[CH2:48]O)[CH:43]=[CH:44][CH:45]=2)([C:33]2[CH:38]=[CH:37][CH:36]=[CH:35][CH:34]=2)[C:27]2[CH:32]=[CH:31][CH:30]=[CH:29][CH:28]=2)[CH:25]=[CH:24][CH:23]=[CH:22][CH:21]=1.C(Br)(Br)(Br)[Br:51]>O1CCCC1>[C:20]1([C:26]([NH:39][C:40]2[CH:41]=[C:42](/[CH:46]=[CH:47]/[CH2:48][Br:51])[CH:43]=[CH:44][CH:45]=2)([C:33]2[CH:38]=[CH:37][CH:36]=[CH:35][CH:34]=2)[C:27]2[CH:32]=[CH:31][CH:30]=[CH:29][CH:28]=2)[CH:25]=[CH:24][CH:23]=[CH:22][CH:21]=1. Procedure: 11.54 g of triphenylphosphine was added to a solution of 7.83 g of (E)-3-(3-triphenylmethylaminophenyl)allyl alcohol and 14.59 g of carbon tetrabromide dissolved in 60 ml of tetrahydrofuran, with ice-cooling. The mixture was stirred for 1 hour at the same temperature to obtain a tetrahydrofuran solution of (E)-(3-triphenylmethylaminophenyl)allyl bromide. To this solution were added 4.45 g of triethylamine and 6.47 g of 3-nitro-5-(piperazin-1-yl)-10,11-dihydro-5H-dibenzo[a,d]cycloheptene, with ic... Reactants: C(C)C1=C2C(=C(S1)C(C)=O)CCC(C2)(C)C (1-(3-ethyl-5,5-dimethyl-4,5,6,7-tetrahydro-benzo[c]thiophen-1-yl)-ethanone), C(=O)C1=CC(=C(C(=C1)C)CCC(=O)O)CC (3-(4-formyl-2-ethyl-6-methyl-phenyl)-propionic acid), BrC(=O)Br (Bromoketone). Product: C(C)C1=C(C(=CC(=C1)CCC(=O)C=1SC(=C2C1CCC(C2)(C)C)CC)C)CCC(=O)O (3-{2-Ethyl-4-[3-(3-ethyl-5,5-dimethyl-4,5,6,7-tetrahydro-benzo[c]thiophen-1-yl)-3-oxo-propyl]-6-methyl-phenyl}-propionic acid). RXN SMILES: [CH2:1]([C:3]1[S:7][C:6]([C:8](=[O:10])[CH3:9])=[C:5]2[CH2:11][CH2:12][C:13]([CH3:16])([CH3:15])[CH2:14][C:4]=12)[CH3:2].[CH:17]([C:19]1[CH:24]=[C:23]([CH3:25])[C:22]([CH2:26][CH2:27][C:28]([OH:30])=[O:29])=[C:21]([CH2:31][CH3:32])[CH:20]=1)=O.BrC(Br)=O>>[CH2:31]([C:21]1[CH:20]=[C:19]([CH2:17][CH2:9][C:8]([C:6]2[S:7][C:3]([CH2:1][CH3:2])=[C:4]3[CH2:14][C:13]([CH3:15])([CH3:16])[CH2:12][CH2:11][C:5]=23)=[O:10])[CH:24]=[C:23]([CH3:25])[C:22]=1[CH2:26][CH2:27][C:28]([OH:30])=[O:29])[CH3:32]. Procedure details: 3-{2-Ethyl-4-[3-(3-ethyl-5,5-dimethyl-4,5,6,7-tetrahydro-benzo[c]thiophen-1-yl)-3-oxo-propyl]-6-methyl-phenyl}-propionic acid is prepared from 1-(3-ethyl-5,5-dimethyl-4,5,6,7-tetrahydro-benzo[c]thiophen-1-yl)-ethanone (Example R) and 3-(4-formyl-2-ethyl-6-methyl-phenyl)-propionic acid (Aldehyde 6) in analogy to Intermediate 2; LC-MS: tR=1.16 min, [M+1]=441.36; 1H NMR (CDCl3): δ 6.95 (s, 1H), 6.93 (s, 1H), 3.12-2.94 (m, 8H), 2.74 (q, J=7.6 Hz, 2H), 2.66 (q, J=7.6 Hz, 2H), 2.56-2.48 (m, 2H), 2.36 ...